From a dataset of the Open Reaction Database (ORD), a public repository of structured organic reaction records. describe an organic reaction: reactants, conditions, products, and yield Starting materials: BrC=1C=C(C(=NC1)C(=O)N)NC1=NC(=CC(=C1)C)C (5-bromo-3-[(4,6-dimethylpyridin-2-yl)amino]pyridine-2-carboxamide), COC1=CC=C(C=C1)C(O)C1=CC=C(C=C1)OC (bis(4-methoxyphenyl)methanol), O.C1(=CC=C(C=C1)S(=O)(=O)O)C (p-toluenesulfonic acid monohydrate). Solvent: C1(=CC=CC=C1)C (toluene), C(C)(=O)OCC (ethyl acetate). Reaction conditions: time 2 hour. Yields the product COC1=CC=C(C=C1)C(NC(=O)C1=NC=C(C=C1NC1=NC(=CC(=C1)C)C)Br)C1=CC=C(C=C1)OC (N-[bis(4-methoxyphenyl)methyl]-5-bromo-3-[(4,6-dimethylpyridin-2-yl)amino]pyridine-2-carboxamide). Reaction SMILES: [Br:1][C:2]1[CH:3]=[C:4]([NH:11][C:12]2[CH:17]=[C:16]([CH3:18])[CH:15]=[C:14]([CH3:19])[N:13]=2)[C:5]([C:8]([NH2:10])=[O:9])=[N:6][CH:7]=1.[CH3:20][O:21][C:22]1[CH:27]=[CH:26][C:25]([CH:28]([C:30]2[CH:35]=[CH:34][C:33]([O:36][CH3:37])=[CH:32][CH:31]=2)O)=[CH:24][CH:23]=1.O.C1(C)C=CC(S(O)(=O)=O)=CC=1>C1(C)C=CC=CC=1.C(OCC)(=O)C>[CH3:37][O:36][C:33]1[CH:32]=[CH:31][C:30]([CH:28]([C:25]2[CH:26]=[CH:27][C:22]([O:21][CH3:20])=[CH:23][CH:24]=2)[NH:10][C:8]([C:5]2[C:4]([NH:11][C:12]3[CH:17]=[C:16]([CH3:18])[CH:15]=[C:14]([CH3:19])[N:13]=3)=[CH:3][C:2]([Br:1])=[CH:7][N:6]=2)=[O:9])=[CH:35][CH:34]=1 |f:2.3|. Reported procedure: To a solution of 5-bromo-3-[(4,6-dimethylpyridin-2-yl)amino]pyridine-2-carboxamide (1.65 g, 5.14 mmol) in toluene (20 ml) was added bis(4-methoxyphenyl)methanol (1.32 g, 5.39 mmol) and p-toluenesulfonic acid monohydrate (0.098 g, 0.51 mmol). The reaction mixture was heated to reflux with a Dean-Stark apparatus attached. After 2 hours, the reaction mixture was cooled to ambient temperature and diluted with ethyl acetate (600 mL). This mixture was washed with saturated aqueous sodium bicarbonate (...